Dataset: the Open Reaction Database (ORD), a public repository of structured organic reaction records. Task: describe an organic reaction: reactants, conditions, products, and yield The reactants are ClC[C@@H]1OC(OC1)(C)C ((R)-4-chloromethyl-2,2-dimethyl-1,3-dioxolane), C(C1=CC=CC=C1)O (Benzyl alcohol), [H-].[Na+] (sodium hydride), [H][H] (hydrogen), [Br-].[Na+] (sodium bromide), Cl (hydrochloric acid). Solvent: CN(C)C=O (DMF), CN(C)C=O (DMF). Reaction conditions: temperature 120 celsius, time 15 hour. The product is C(C1=CC=CC=C1)OC[C@@H]1OC(OC1)(C)C ((S)-4-benzyloxymethyl-2,2-dimethyl-1,3-dioxolane). Yield: 55.5%. As a reaction SMILES: [CH2:1]([OH:8])[C:2]1[CH:7]=[CH:6][CH:5]=[CH:4][CH:3]=1.[H-].[Na+].[H][H].[Br-].[Na+].Cl[CH2:16][C@H:17]1[CH2:21][O:20][C:19]([CH3:23])([CH3:22])[O:18]1.Cl>CN(C=O)C>[CH2:1]([O:8][CH2:16][C@H:17]1[CH2:21][O:20][C:19]([CH3:23])([CH3:22])[O:18]1)[C:2]1[CH:7]=[CH:6][CH:5]=[CH:4][CH:3]=1 |f:1.2,4.5|. Procedure: Benzyl alcohol (32.90 g, 0.155 mol) was dropped under ice cooling in a suspension of 60% sodium hydride (5.88 g, 0.155 mol) and DMF (150 ml). After emission of hydrogen gas, sodium bromide (9.67 g, 0.094 mol) was added thereto. A DMF solution (15 ml) of (R)-4-chloromethyl-2,2-dimethyl-1,3-dioxolane (11.747 g, 0.078 mol) prepared by the same manner as Example 3 was dropped in it. The temperature was raised to 120° C. and the mixture was stirred for 15 hours. After completion of the reaction the r... The reactants are O=C([O-])[O-], CN(C)C=O, [Cs+], [Cs+], N#CC(C#N)Cc1ccc(C(F)(F)F)cc1, O=S(=O)(OCC(F)(F)C(F)(F)F)C(F)(F)F. Yields the product N#CC(C#N)(Cc1ccc(C(F)(F)F)cc1)CC(F)(F)C(F)(F)F. As a reaction SMILES: [C:17](=[O:18])([O-:19])[O-:20].[CH3:39][N:40]([CH3:41])[CH:42]=[O:43].[Cs+:21].[Cs+:22].[F:1][C:2]([c:3]1[cH:4][cH:5][c:6]([CH2:7][CH:8]([C:9]#[N:10])[C:11]#[N:12])[cH:13][cH:14]1)([F:15])[F:16].[F:23][C:24]([F:25])([F:26])[S:27]([O:28][CH2:29][C:30]([C:31]([F:32])([F:33])[F:34])([F:35])[F:36])(=[O:37])=[O:38]>>[F:1][C:2]([c:3]1[cH:4][cH:5][c:6]([CH2:7][C:8]([C:9]#[N:10])([C:11]#[N:12])[CH2:29][C:30]([C:31]([F:32])([F:33])[F:34])([F:35])[F:36])[cH:13][cH:14]1)([F:15])[F:16]. Reaction SMILES: [CH2:1]([NH2:8])[C:2]1[CH:7]=[CH:6][CH:5]=[CH:4][CH:3]=1.C([O-])([O-])=O.[K+].[K+].Br[CH2:16][CH2:17][Si:18]([CH2:21][CH2:22]Br)([CH3:20])[CH3:19].O>ClCCl>[CH2:1]([N:8]1[CH2:22][CH2:21][Si:18]([CH3:20])([CH3:19])[CH2:17][CH2:16]1)[C:2]1[CH:7]=[CH:6][CH:5]=[CH:4][CH:3]=1 |f:1.2.3|. Solvent: ClCCl (Dichloromethane). Procedure details: Benzylamine (17.56 g, 0.16 mol) and K2CO3 (3.4 g, 24.6 mmol) are added to a solution of bis(2-bromoethyl)dimethylsilane 2(4.0 g, 16.4 mmol) in Dichloromethane (DCM). The mixture is then refluxed for 16 h. Water is added and the aqueous layer is extracted with DCM. It is then washed with 5% sodiumhydroxide (NaOH) solution, dried and concentrated. The product is purified by column chromatography on silica using hexane-ethylacetate mixtures to obtain the product as a colorless liquid 3 (2.1 g) in 5... Product: product, C(C1=CC=CC=C1)N1CC[Si](CC1)(C)C (1-benzyl-4,4-dimethyl-1,4-azasilinane). The yield is 58.4%. Reactants: O (Water), C(C1=CC=CC=C1)N (Benzylamine), C(=O)([O-])[O-].[K+].[K+] (K2CO3), BrCC[Si](C)(C)CCBr (bis(2-bromoethyl)dimethylsilane). Starting materials: Cl.ClC1=CC=C2C=CC(=NC2=C1)COC1=CC=C(C=C1)C1=NN(C=C1C1=CC=NC=C1)C (7-Chloro-2-[4-(1-methyl-4-pyridin-4-yl-1H-pyrazol-3-yl)-phenoxymethyl]-quinoline hydrogen chloride), ClCC1=NC2=CC=C(C=C2C=C1)F (2-chloromethyl-6-fluoro-quinoline). Product: Cl.FC=1C=C2C=CC(=NC2=CC1)COC1=CC=C(C=C1)C1=NN(C=C1C1=CC=NC=C1)C (6-Fluoro-2-[4-(1-methyl-4-pyridin-4-yl-1H-pyrazol-3-yl)-phenoxymethyl]-quinoline hydrogen chloride). As a reaction SMILES: Cl.[Cl:2][C:3]1[CH:12]=[C:11]2[C:6]([CH:7]=[CH:8][C:9]([CH2:13][O:14][C:15]3[CH:20]=[CH:19][C:18]([C:21]4[C:25]([C:26]5[CH:31]=[CH:30][N:29]=[CH:28][CH:27]=5)=[CH:24][N:23]([CH3:32])[N:22]=4)=[CH:17][CH:16]=3)=[N:10]2)=[CH:5][CH:4]=1.ClCC1C=CC2C(=CC=C([F:45])C=2)N=1>>[ClH:2].[F:45][C:4]1[CH:5]=[C:6]2[C:11](=[CH:12][CH:3]=1)[N:10]=[C:9]([CH2:13][O:14][C:15]1[CH:20]=[CH:19][C:18]([C:21]3[C:25]([C:26]4[CH:31]=[CH:30][N:29]=[CH:28][CH:27]=4)=[CH:24][N:23]([CH3:32])[N:22]=3)=[CH:17][CH:16]=1)[CH:8]=[CH:7]2 |f:0.1,3.4|. Reported procedure: Following the procedure for the preparation of 7-Chloro-2-[4-(1-methyl-4-pyridin-4-yl-1H-pyrazol-3-yl)-phenoxymethyl]-quinoline hydrogen chloride but substituting 2-chloromethyl-6-fluoro-quinoline provided the title compound. 1H NMR (400 MHz, DMSO) δ 8.67 (d, J=6.6 Hz, 2H), 8.55 (s, 1 H), 8.42 (d, J=8.3, 1H), 8.04 (m, 1H), 7.82 (m, 1H), 7.71 (m, 4H), 7.36 (d, J=8.7 Hz, 2H), 7.12 (d, J=8.7, 2H), 5.37 (s, 2H), 3.91 (s, 3 H); MS: (M+H m/z=411.2). Starting materials: CC#N, ClCC1CO1, O=[N+]([O-])c1c[nH]c(Cl)n1, [Na+], O=C([O-])O. The product is O=[N+]([O-])c1cn(CC(O)CCl)c(Cl)n1. Reaction SMILES: [CH3:20][C:21]#[N:22].[Cl:15][CH2:16][CH:17]1[CH2:18][O:19]1.[Cl:6][c:7]1[nH:8][cH:9][c:10]([N+:12](=[O:13])[O-:14])[n:11]1.[Na+:1].[OH:2][C:3](=[O:4])[O-:5]>>[Cl:6][c:7]1[n:8]([CH2:18][CH:17]([CH2:16][Cl:15])[OH:19])[cH:9][c:10]([N+:12](=[O:13])[O-:14])[n:11]1. The reactants are C1CCNC1, CCO, ClCc1ccccn1, Cl. The product is c1ccc(CN2CCCC2)nc1. RXN SMILES: [CH2:10]1[CH2:11][CH2:12][NH:13][CH2:14]1.[CH3:15][CH2:16][OH:17].[Cl:2][CH2:3][c:4]1[n:5][cH:6][cH:7][cH:8][cH:9]1.[ClH:1]>>[CH2:3]([c:4]1[n:5][cH:6][cH:7][cH:8][cH:9]1)[N:13]1[CH2:12][CH2:11][CH2:10][CH2:14]1.